This data is from the Open Reaction Database (ORD), a public repository of structured organic reaction records. The task is: describe an organic reaction: reactants, conditions, products, and yield The reactants are [N+](=O)([O-])C1=CC=C(C=C1)N1CCN(CC1)CCN (4-(4-nitrophenyl)piperazin-1-ylethylamine), C(C(C)C)C1=CC(=NN1C1=CC=CC=C1)C=O (5-iso-butyl-1-phenylpyrazole-3-carbaldehyde). Yields the product C(C(C)C)C1=CC(=NN1C1=CC=CC=C1)CNCCN1CCN(CC1)C1=CC=C(C=C1)[N+](=O)[O-] (5-iso-butyl-3-{2-[4-(4-nitrophenyl)piperazin-1-yl]ethyl}aminomethyl-1-phenylpyrazole). Yield: 79.3%. RXN SMILES: [N+:1]([C:4]1[CH:9]=[CH:8][C:7]([N:10]2[CH2:15][CH2:14][N:13]([CH2:16][CH2:17][NH2:18])[CH2:12][CH2:11]2)=[CH:6][CH:5]=1)([O-:3])=[O:2].[CH2:19]([C:23]1[N:27]([C:28]2[CH:33]=[CH:32][CH:31]=[CH:30][CH:29]=2)[N:26]=[C:25]([CH:34]=O)[CH:24]=1)[CH:20]([CH3:22])[CH3:21]>>[CH2:19]([C:23]1[N:27]([C:28]2[CH:33]=[CH:32][CH:31]=[CH:30][CH:29]=2)[N:26]=[C:25]([CH2:34][NH:18][CH2:17][CH2:16][N:13]2[CH2:12][CH2:11][N:10]([C:7]3[CH:6]=[CH:5][C:4]([N+:1]([O-:3])=[O:2])=[CH:9][CH:8]=3)[CH2:15][CH2:14]2)[CH:24]=1)[CH:20]([CH3:22])[CH3:21]. Procedure details: Compound 53 was prepared using the same method as that of Example 1 except that 4-(4-nitrophenyl)piperazin-1-ylethylamine and 5-iso-butyl-1-phenylpyrazole-3-carbaldehyde were used. RXN SMILES: [CH2:1]([N:8]([CH3:26])[C:9]1[CH:14]=[CH:13][N:12]([CH2:15][CH2:16][C:17]2[CH:22]=[CH:21][C:20]([CH2:23]O)=[CH:19][CH:18]=2)[C:11](=[O:25])[CH:10]=1)[C:2]1[CH:7]=[CH:6][CH:5]=[CH:4][CH:3]=1.P(Br)(Br)[Br:28]>C(Cl)Cl.C([O-])(O)=O.[Na+].O>[CH2:1]([N:8]([CH3:26])[C:9]1[CH:14]=[CH:13][N:12]([CH2:15][CH2:16][C:17]2[CH:22]=[CH:21][C:20]([CH2:23][Br:28])=[CH:19][CH:18]=2)[C:11](=[O:25])[CH:10]=1)[C:2]1[CH:7]=[CH:6][CH:5]=[CH:4][CH:3]=1 |f:3.4|. The solvent is C(Cl)Cl (DCM), C(=O)(O)[O-].[Na+] (NaHCO3), O (water). The product is C(C1=CC=CC=C1)N(C1=CC(N(C=C1)CCC1=CC=C(C=C1)CBr)=O)C (4-(Benzyl-methyl-amino)-1-[2-(4-bromomethyl-phenyl)-ethyl]-1H-pyridin-2-one). The reactants are C(C1=CC=CC=C1)N(C1=CC(N(C=C1)CCC1=CC=C(C=C1)CO)=O)C (4-(Benzyl-methyl-amino)-1-[2-(4-hydroxymethyl-phenyl)-ethyl]-1H-pyridin-2-one), P(Br)(Br)Br (phosphorus tribromide). Reported procedure: To 280 mg (0.80 mmol, 74% purity) 4-(benzyl-methyl-amino)-1-[2-(4-hydroxymethyl-phenyl)-ethyl]-1H-pyridin-2-one (preparation 14c) in 5.0 mL of DCM is added at 0° C. 53 μL (0.56 mmol) phosphorus tribromide. The mixture is stirred overnight at RT and is diluted with aqueous NaHCO3-solution and water. The layers are separated and the organic phase is dried over MgSO4, filtered and the solvent is removed. The residue is used directly without further purification. Reaction conditions: time 8 hour. Reactants: [BH4-], Nc1cccnc1Cl, [Na+], [Na+], CCOC(=O)N1CCC(=O)CC1, [OH-], O=C(O)C(F)(F)F. Yields the product CCOC(=O)N1CCC(Nc2cccnc2Cl)CC1. RXN SMILES: [BH4-:28].[NH2:1][c:2]1[c:3]([Cl:8])[n:4][cH:5][cH:6][cH:7]1.[Na+:29].[Na+:31].[O:9]=[C:10]1[CH2:11][CH2:12][N:13]([C:16](=[O:17])[O:18][CH2:19][CH3:20])[CH2:14][CH2:15]1.[OH-:30].[OH:21][C:22]([C:23]([F:24])([F:25])[F:26])=[O:27]>>[NH:1]([c:2]1[c:3]([Cl:8])[n:4][cH:5][cH:6][cH:7]1)[CH:10]1[CH2:11][CH2:12][N:13]([C:16](=[O:17])[O:18][CH2:19][CH3:20])[CH2:14][CH2:15]1. The reactants are BrC1=CC=C2C=3C=CC(=CC3C(C2=C1)(C)C)S(=O)(=O)Cl (7-Bromo-9,9-dimethylfluorene-2-sulfonyl chloride), N1CCNCCC1 (hexahydro-2H-1,4-diazepine). Solvent: C(Cl)Cl (methylene chloride), C(Cl)Cl (methylene chloride). Conditions: time 18 hour. The product is Cl.BrC1=CC=C2C=3C=CC(=CC3C(C2=C1)(C)C)S(=O)(=O)N1CCNCCC1 (1-((7-bromo-9,9-dimethyl-9H-fluoren-2-yl)sulfonyl)hexahydro-1H-1,4-diazepine hydrochloride), hydrate. Isolated yield 31.0%. Reaction SMILES: [Br:1][C:2]1[CH:14]=[C:13]2[C:5]([C:6]3[CH:7]=[CH:8][C:9]([S:17]([Cl:20])(=[O:19])=[O:18])=[CH:10][C:11]=3[C:12]2([CH3:16])[CH3:15])=[CH:4][CH:3]=1.[NH:21]1[CH2:27][CH2:26][CH2:25][NH:24][CH2:23][CH2:22]1>C(Cl)Cl>[ClH:20].[Br:1][C:2]1[CH:14]=[C:13]2[C:5]([C:6]3[CH:7]=[CH:8][C:9]([S:17]([N:21]4[CH2:27][CH2:26][CH2:25][NH:24][CH2:23][CH2:22]4)(=[O:19])=[O:18])=[CH:10][C:11]=3[C:12]2([CH3:16])[CH3:15])=[CH:4][CH:3]=1 |f:3.4|. Procedure details: Add the product of step 2 (0.5 g, 1.3 mmol) as a suspension in methylene chloride (10 mL) to hexahydro-2H-1,4-diazepine erazine (0.16 g) in methylene chloride (5 mL) at room temperature over 5 minutes. Stir the reaction mixture for 18 hours. Add aqueous sodium hydroxide (50 mL, 0.1N) to the reaction mixture, separate, and dry the organic layer (MgSO4), filter and concentrate to the title compound free base as a white solid. Chromatograph the solid on a column of silica gel (300 g) eluting with 5... Reactants: COC(=O)[C@H]1N(C[C@@H](C1)S(=O)(=O)C1=C(C=CC=C1)Cl)C=1N(N=C(C1)C)C1CCCCC1 ((2S,4R)-4-(2-chloro-benzenesulfonyl)-1-(2-cyclohexyl-5-methyl-2H-pyrazol-3-yl)-pyrrolidine-2-carboxylic acid methyl ester), [OH-].[Li+] (lithium hydroxide). Product: ClC1=C(C=CC=C1)S(=O)(=O)[C@@H]1C[C@H](N(C1)C=1N(N=C(C1)C)C1CCCCC1)C(=O)O ((2S,4R)-4-(2-Chloro-benzenesulfonyl)-1-(2-cyclohexyl-5-methyl-2H-pyrazol-3-yl)-pyrrolidine-2-carboxylic acid). Reaction SMILES: C[O:2][C:3]([C@@H:5]1[CH2:9][C@@H:8]([S:10]([C:13]2[CH:18]=[CH:17][CH:16]=[CH:15][C:14]=2[Cl:19])(=[O:12])=[O:11])[CH2:7][N:6]1[C:20]1[N:21]([CH:26]2[CH2:31][CH2:30][CH2:29][CH2:28][CH2:27]2)[N:22]=[C:23]([CH3:25])[CH:24]=1)=[O:4].[OH-].[Li+]>>[Cl:19][C:14]1[CH:15]=[CH:16][CH:17]=[CH:18][C:13]=1[S:10]([C@H:8]1[CH2:7][N:6]([C:20]2[N:21]([CH:26]3[CH2:31][CH2:30][CH2:29][CH2:28][CH2:27]3)[N:22]=[C:23]([CH3:25])[CH:24]=2)[C@H:5]([C:3]([OH:4])=[O:2])[CH2:9]1)(=[O:12])=[O:11] |f:1.2|. Procedure: In analogy to the procedure described in example 253e, (2S,4R)-4-(2-chloro-benzenesulfonyl)-1-(2-cyclohexyl-5-methyl-2H-pyrazol-3-yl)-pyrrolidine-2-carboxylic acid methyl ester was saponified in the presence of lithium hydroxide to give the title compound as yellow oil which was used in the next step without further purification. MS (ESI): m/z=450.0 [M−H]−. Reactants: C1(=CC=CC=C1)[Li] (Phenyllithium), solution, C1CCCCC1 (cyclohexane), solution, IC1=CC(=C(C=C1)C)[N+](=O)[O-] (4-iodo-2-nitrotoluene). The reagents and catalysts are [Cl-].[Zn+2].[Cl-] (zinc chloride), C=1C=CC(=CC1)[P](C=2C=CC=CC2)(C=3C=CC=CC3)[Pd]([P](C=4C=CC=CC4)(C=5C=CC=CC5)C=6C=CC=CC6)([P](C=7C=CC=CC7)(C=8C=CC=CC8)C=9C=CC=CC9)[P](C=1C=CC=CC1)(C=1C=CC=CC1)C=1C=CC=CC1 (tetrakis(triphenylphosphine)palladium). Run in Cl (hydrochloric acid), CCOCC (ether), CCOCC (ether), C1CCOC1 (THF). Reaction conditions: time 2 hour. The product is C1(=CC=CC=C1)C1=CC(=C(C=C1)C)[N+](=O)[O-] (4-phenyl-2-nitrotoluene). Isolated yield 85.0%. Reaction SMILES: [C:1]1([Li])[CH:6]=[CH:5][CH:4]=[CH:3][CH:2]=1.C1CCCCC1.I[C:15]1[CH:20]=[CH:19][C:18]([CH3:21])=[C:17]([N+:22]([O-:24])=[O:23])[CH:16]=1>CCOCC.C1COCC1.Cl.[Cl-].[Zn+2].[Cl-].C1C=CC([P]([Pd]([P](C2C=CC=CC=2)(C2C=CC=CC=2)C2C=CC=CC=2)([P](C2C=CC=CC=2)(C2C=CC=CC=2)C2C=CC=CC=2)[P](C2C=CC=CC=2)(C2C=CC=CC=2)C2C=CC=CC=2)(C2C=CC=CC=2)C2C=CC=CC=2)=CC=1>[C:1]1([C:15]2[CH:20]=[CH:19][C:18]([CH3:21])=[C:17]([N+:22]([O-:24])=[O:23])[CH:16]=2)[CH:6]=[CH:5][CH:4]=[CH:3][CH:2]=1 |f:6.7.8,^1:42,44,63,82|. Reported procedure: Phenyllithium (10 ml of a 2.0M solution in a 7:3 mixture of cyclohexane and ether, 20 mmol) was added dropwise to zinc chloride (20 ml of a 1.0M solution in ether, 20 mmol) at room temperature. The resulting mixture was stirred for 2 hours, then a solution of 4-iodo-2-nitrotoluene (2.63 g, 10 mmol) in THF (20 ml) and tetrakis(triphenylphosphine)palladium (0.3 g, 0.26 mmol) were added successively. The reaction mixture was stirred for 3 hours then diluted with 0.5M hydrochloric acid (40 ml) and e... Reactants: F[B-](F)(F)F, CC(=O)Nc1nc(COc2cnc(C)cc2Br)cs1, O=C([O-])[O-], CC(=O)[O-], CC(=O)[O-], CCCCP(CCCC)CCCC, CCOC(C)=O, [Cs+], [Cs+], CN(C)C=O, [Pd+2]. Product: CC(=O)Nc1nc2c(s1)-c1cc(C)ncc1OC2. Reaction SMILES: [B-:26]([F:27])([F:28])([F:29])[F:30].[Br:1][c:2]1[c:3]([O:9][CH2:10][c:11]2[n:12][c:13]([NH:16][C:17]([CH3:18])=[O:19])[s:14][cH:15]2)[cH:4][n:5][c:6]([CH3:8])[cH:7]1.[C:20](=[O:21])([O-:22])[O-:23].[C:55]([O-:56])(=[O:57])[CH3:58].[C:60]([O-:61])(=[O:62])[CH3:63].[CH2:31]([P:32]([CH2:33][CH2:34][CH2:35][CH3:36])[CH2:37][CH2:38][CH2:39][CH3:40])[CH2:41][CH2:42][CH3:43].[CH3:44][CH2:45][O:46][C:47]([CH3:48])=[O:49].[Cs+:24].[Cs+:25].[O:50]=[CH:51][N:52]([CH3:53])[CH3:54].[Pd+2:59]>>[c:2]12[c:3]([cH:4][n:5][c:6]([CH3:8])[cH:7]1)[O:9][CH2:10][c:11]1[n:12][c:13]([NH:16][C:17]([CH3:18])=[O:19])[s:14][c:15]1-2. Reactants: ClC=1C=C2C=3CCCC(C3N(C2=CC1Cl)S(=O)(=O)C1=CC=C(C)C=C1)(O[Si](C)(C)C)C(C(F)(F)F)(F)F (6,7-Dichloro-1-(perfluoroethyl)-9-tosyl-1-(trimethylsilyloxy)-2,3,4,9-tetrahydro-1H-carbazole), [OH-].[K+] (KOH). The solvent is O (water), C1CCOC1 (THF). Conditions: time 10 minute. Yields the product ClC=1C=C2C=3CCCC(C3NC2=CC1Cl)(O)C(C(F)(F)F)(F)F (6,7-Dichloro-(perfluoroethyl)-2,3,4,9-tetrahydro-1H-carbazol-1-ol). Isolated yield 34.1%. RXN SMILES: [Cl:1][C:2]1[CH:3]=[C:4]2[C:12](=[CH:13][C:14]=1[Cl:15])[N:11](S(C1C=CC(C)=CC=1)(=O)=O)[C:10]1[C:9]([C:31]([F:37])([F:36])[C:32]([F:35])([F:34])[F:33])([O:26][Si](C)(C)C)[CH2:8][CH2:7][CH2:6][C:5]2=1.[OH-].[K+]>C1COCC1.O>[Cl:1][C:2]1[CH:3]=[C:4]2[C:12](=[CH:13][C:14]=1[Cl:15])[NH:11][C:10]1[C:9]([C:31]([F:36])([F:37])[C:32]([F:33])([F:34])[F:35])([OH:26])[CH2:8][CH2:7][CH2:6][C:5]2=1 |f:1.2|. Procedure: To 6,7-Dichloro-1-(perfluoroethyl)-9-tosyl-1-(trimethylsilyloxy)-2,3,4,9-tetrahydro-1H-carbazole (0.25 g, 0.47 mmol) in THF (5 mL) was added 6N KOH (6 mL). The reaction mixture was stirred at room temperature for 10 min. and then refluxed for 36 h, diluted with water and extracted with EtOAc (3×20 mL). The combined organic extracts were dried over Na2SO4 and concentrated under reduced pressure to give the crude product which was purified by silica gel chromatography [EtOAc-hexane (3:22) as eluan... The reactants are Cl (HCl), C(=O)(O)[O-].[Na+] (NaHCO3), crude mixture, C(C)(C)(C)[Si](N1C=CC=2C1=NC=C(C2)SCCCC)(C)C (1-(tert-Butyl-dimethyl-silanyl)-5-butylsulfanyl-1H-pyrrolo[2,3-b]pyridine). The solvent is CO (MeOH). Yields the product C(CCC)SC=1C=C2C(=NC1)NC=C2 (5-Butylsulfanyl-1H-pyrrolo[2,3-b]pyridine). Yield: 35.5%. RXN SMILES: C([Si](C)(C)[N:6]1[C:10]2=[N:11][CH:12]=[C:13]([S:15][CH2:16][CH2:17][CH2:18][CH3:19])[CH:14]=[C:9]2[CH:8]=[CH:7]1)(C)(C)C.Cl.C([O-])(O)=O.[Na+]>CO>[CH2:16]([S:15][C:13]1[CH:14]=[C:9]2[CH:8]=[CH:7][NH:6][C:10]2=[N:11][CH:12]=1)[CH2:17][CH2:18][CH3:19] |f:2.3|. Procedure details: The crude mixture containing 11 (5.38 g) was treated with MeOH (48 mL) and 10% aq. HCl (97 mL) for 0.5 h. The acid was neutralised by dropwise addition of sat. aqueous NaHCO3. The resulting solid was filtered off, washed with water (3×), dried in vacuum and extracted with CH2Cl2. The extracts were concentrated to afford a dark red oil, which was purified by SGC with CH2Cl2:MeOH as eluent (gradient elution up to 99:1, v/v) to give 12 as a brown oil (1.23 g, 37% over 2 steps); 1H NMR (400 MHz, CDC... Starting materials: C1(=CC(=CC=C1)C=1OC(=C(N1)CCOS(=O)(=O)C1=CC=C(C=C1)C)C)C1=CC=CC=C1 (toluene-4-sulfonic acid 2-(2-biphenyl-3-yl-5-methyloxazol-4-yl)ethyl ester), C(C)OC(C(C)(C)OC1=CC(=CC=C1)O)=O (2-(3-hydroxyphenoxy)-2-methylpropanoic acid ethyl ester), CS2CO3. Solvent: CN(C)C=O (DMF). The product is C(C)OC(C(C)(C)OC1=CC(=CC=C1)OCCC=1N=C(OC1C)C=1C=C(C=CC1)C1=CC=CC=C1)=O (2-{3-[2-(2-biphenyl-3-yl-5-methyloxazol-4-yl)ethoxy]phenoxy}-2-methylpropionic acid ethyl ester). As a reaction SMILES: [C:1]1([C:26]2[CH:31]=[CH:30][CH:29]=[CH:28][CH:27]=2)[CH:6]=[CH:5][CH:4]=[C:3]([C:7]2[O:8][C:9]([CH3:25])=[C:10]([CH2:12][CH2:13][O:14]S(C3C=CC(C)=CC=3)(=O)=O)[N:11]=2)[CH:2]=1.[CH2:32]([O:34][C:35](=[O:47])[C:36]([O:39][C:40]1[CH:45]=[CH:44][CH:43]=[C:42](O)[CH:41]=1)([CH3:38])[CH3:37])[CH3:33]>CN(C=O)C>[CH2:32]([O:34][C:35](=[O:47])[C:36]([O:39][C:40]1[CH:45]=[CH:44][CH:43]=[C:42]([O:14][CH2:13][CH2:12][C:10]2[N:11]=[C:7]([C:3]3[CH:2]=[C:1]([C:26]4[CH:31]=[CH:30][CH:29]=[CH:28][CH:27]=4)[CH:6]=[CH:5][CH:4]=3)[O:8][C:9]=2[CH3:25])[CH:41]=1)([CH3:38])[CH3:37])[CH3:33]. Procedure details: A mixture of the toluene-4-sulfonic acid 2-(2-biphenyl-3-yl-5-methyloxazol-4-yl)ethyl ester (66.9 mmol) and 2-(3-hydroxyphenoxy)-2-methylpropanoic acid ethyl ester (Columbia University WO 9731530) (12.5 g, 55.71 mmol) and CS2CO3 (22.7 g, 69.6 mmol) was heated at 55° C. in DMF (45 mL) for 18 h. The reaction was partitioned between ethyl acetate (160 mL) and H2O (180 mL), and the aqueous phase extracted with ethyl acetate (150 mL). The combined organic phases were dried (MgSO4) and concentrated un...